From a dataset of the Open Reaction Database (ORD), a public repository of structured organic reaction records. describe an organic reaction: reactants, conditions, products, and yield The reactants are CC#N, [O-][Cl+][O-], Cn1nc(-c2cc(C=O)c(Cl)cc2Cl)c(Cl)c1OC(F)F, Cl, [Na+], [Na+], O, O, O, OO, O=P([O-])(O)O. Yields the product Cn1nc(-c2cc(C(=O)O)c(Cl)cc2Cl)c(Cl)c1OC(F)F. Reaction SMILES: [CH3:38][C:39]#[N:40].[Cl+:32]([O-:33])[O-:34].[Cl:9][c:10]1[c:11](-[c:20]2[c:21]([Cl:29])[cH:22][c:23]([Cl:28])[c:24]([CH:25]=[O:26])[cH:27]2)[n:12][n:13]([CH3:19])[c:14]1[O:15][CH:16]([F:17])[F:18].[ClH:36].[Na+:35].[Na+:8].[OH2:1].[OH2:2].[OH2:37].[OH:30][OH:31].[P:3]([O-:4])([OH:5])([OH:6])=[O:7]>>[Cl:9][c:10]1[c:11](-[c:20]2[c:21]([Cl:29])[cH:22][c:23]([Cl:28])[c:24]([C:25](=[O:26])[OH:33])[cH:27]2)[n:12][n:13]([CH3:19])[c:14]1[O:15][CH:16]([F:17])[F:18]. Reactants: [Si](C)(C)(C(C)(C)C)OC[C@H]1[C@H](COCC2=CC=CC=C2)O1 ((2S,3S)-4-benzyloxy-2,3-epoxy-1-butanol tert-butyldimethylsilyl ether), C1(=CC(=CC=C1)C[Mg]Br)C (3-tolylmethyl magnesium bromide). Yields the product C1(=CC(=CC=C1)CCC(CC)O)C (3-tolylmethyl-2-butanol). Reaction SMILES: [Si](O[CH2:9][C@@H:10]1[O:21][C@H:11]1[CH2:12]OCC1C=CC=CC=1)(C(C)(C)C)(C)C.[C:22]1([CH3:31])[CH:27]=[CH:26][CH:25]=[C:24]([CH2:28][Mg]Br)[CH:23]=1>>[C:22]1([CH3:31])[CH:27]=[CH:26][CH:25]=[C:24]([CH2:28][CH2:12][CH:11]([OH:21])[CH2:10][CH3:9])[CH:23]=1. Procedure details: 325 mg of (2S,3S)-4-benzyloxy-2,3-epoxy-1-butanol tert-butyldimethylsilyl ether obtained in Example 53. was subjected to Grignard reaction in the same manner as in Example 53 by using 3-tolylmethyl magnesium bromide (0.8M diethyl ether solution). The product was purificated by silica gel column chromatography to obtain 210 mg of (2R,3R)-4-benzyloxy-1-tert-butyldimethylsilyloxy-3-(3-tolylmethyl-2-butanol as colorless oily substance. Starting materials: ClC1=CC(=C(C=O)C=C1)OC (4-Chloro-2-methoxy-benzaldehyde), CC[Mg+].[Br-] (EtMgBr), C=1C=C[NH+]=CC1.[O-][Cr](=O)(=O)Cl (PCC). The solvent is C1CCOC1 (THF). Reaction conditions: time 1 hour. Yields the product ClC1=CC(=C(C=C1)C(CC)=O)OC (1-(4-chloro-2-methoxyphenyl)propan-1-one). Isolated yield 66.1%. Reaction SMILES: [Cl:1][C:2]1[CH:9]=[CH:8][C:5]([CH:6]=[O:7])=[C:4]([O:10][CH3:11])[CH:3]=1.[CH3:12][CH2:13][Mg+].[Br-].C1C=C[NH+]=CC=1.[O-][Cr](Cl)(=O)=O>C1COCC1>[Cl:1][C:2]1[CH:9]=[CH:8][C:5]([C:6](=[O:7])[CH2:12][CH3:13])=[C:4]([O:10][CH3:11])[CH:3]=1 |f:1.2,3.4|. Reported procedure: 4-Chloro-2-methoxy-benzaldehyde (0.54 g, 3.2 mmol) in 10 mL of THF was treated with 3.0 M EtMgBr (2 mL, 6.0 mmol) at room temperature. The solution was stirred for 1 hour and quenched with MeOH. The solution was poured into water, treated 10 mL of 10% HCl, extracted with EtOAc several times. The combined organic layers were washed brine, dried (MgSO4), filtered, and concentrated. The residue was diluted with CH2Cl2, treated with PCC (1.33 g, 6.4 mmol) for 2 hours. The reaction mixture was filter... Procedure: A solution 3-(3-quinolinyl)propanoic acid (4.4 g) and concentrated sulphuric acid (2 ml) in absolute ethanol (50 ml) was refluxed for 5 h. then, evaporated to dryness. Aqueous sodium bicarbonate (8%, 50 ml) was added, the mixture extracted with ether (2×100 ml) and the ethereal extracts dried (Na2SO4). Evaporation of the ether and distillation of the residual oil (150°/0.06 mm) gave the title compound (4.3 g). As a reaction SMILES: [N:1]1[C:10]2[C:5](=[CH:6][CH:7]=[CH:8][CH:9]=2)[CH:4]=[C:3]([CH2:11][CH2:12][C:13]([OH:15])=[O:14])[CH:2]=1.S(=O)(=O)(O)O.[CH2:21](O)[CH3:22]>>[N:1]1[C:10]2[C:5](=[CH:6][CH:7]=[CH:8][CH:9]=2)[CH:4]=[C:3]([CH2:11][CH2:12][C:13]([O:15][CH2:21][CH3:22])=[O:14])[CH:2]=1. The product is N1=CC(=CC2=CC=CC=C12)CCC(=O)OCC (3(3-Quinolinyl)propanoic acid, ethyl ester). Starting materials: N1=CC(=CC2=CC=CC=C12)CCC(=O)O (3-(3-quinolinyl)propanoic acid), S(O)(O)(=O)=O (sulphuric acid), C(C)O (ethanol). Reactants: COc1c(Br)ccc2c1OCC1C2CCCN1C, [Li]C(C)(C)C, CI, CCCCCC, CCOC(C)=O, Cl, C1CCOC1. Yields the product Cl, COc1c(C)ccc2c1OCC1C2CCCN1C. As a reaction SMILES: [Br:2][c:3]1[c:4]([O:18][CH3:19])[c:5]2[c:6]([cH:7][cH:8]1)[CH:9]1[CH:10]([N:11]([CH3:15])[CH2:12][CH2:13][CH2:14]1)[CH2:16][O:17]2.[C:20]([Li:21])([CH3:22])([CH3:23])[CH3:24].[CH3:25][I:26].[CH3:32][CH2:33][CH2:34][CH2:35][CH2:36][CH3:37].[CH3:38][CH2:39][O:40][C:41](=[O:42])[CH3:43].[ClH:1].[O:27]1[CH2:28][CH2:29][CH2:30][CH2:31]1>>[ClH:1].[c:3]1([CH3:20])[c:4]([O:18][CH3:19])[c:5]2[c:6]([cH:7][cH:8]1)[CH:9]1[CH:10]([N:11]([CH3:15])[CH2:12][CH2:13][CH2:14]1)[CH2:16][O:17]2. Starting materials: Cl[Si](C)(C)C (chlorotrimethylsilane), CN(C1(CCC(CC1)CC(=O)NCCCCCC1=CNC2=CC=CC=C12)C1=CC=CC=C1)C (2-(4-Dimethylamino-4-phenylcyclohexyl)-N-[5-(1H-indol-3-yl)pentyl]-acetamide), CCOCC (ether). Run in CC(=O)CC (ethyl methyl ketone). The product is Cl.CN(C1(CCC(CC1)CC(=O)NCCCCCC1=CNC2=CC=CC=C12)C1=CC=CC=C1)C (2-(4-Dimethylamino-4-phenylcyclohexyl)-N-[5-(1H-indol-3-yl)pentyl]-acetamide hydrochloride). Isolated yield 90.0%. Reaction SMILES: [CH3:1][N:2]([CH3:33])[C:3]1([C:27]2[CH:32]=[CH:31][CH:30]=[CH:29][CH:28]=2)[CH2:8][CH2:7][CH:6]([CH2:9][C:10]([NH:12][CH2:13][CH2:14][CH2:15][CH2:16][CH2:17][C:18]2[C:26]3[C:21](=[CH:22][CH:23]=[CH:24][CH:25]=3)[NH:20][CH:19]=2)=[O:11])[CH2:5][CH2:4]1.[Cl:34][Si](C)(C)C.CCOCC>CC(CC)=O>[ClH:34].[CH3:33][N:2]([CH3:1])[C:3]1([C:27]2[CH:28]=[CH:29][CH:30]=[CH:31][CH:32]=2)[CH2:8][CH2:7][CH:6]([CH2:9][C:10]([NH:12][CH2:13][CH2:14][CH2:15][CH2:16][CH2:17][C:18]2[C:26]3[C:21](=[CH:22][CH:23]=[CH:24][CH:25]=3)[NH:20][CH:19]=2)=[O:11])[CH2:5][CH2:4]1 |f:4.5|. Procedure details: 2-(4-Dimethylamino-4-phenylcyclohexyl)-N-[5-(1H-indol-3-yl)pentyl]-acetamide (112 mg, 0.25 mmol) was dissolved in ethyl methyl ketone (5 ml), and chlorotrimethylsilane (0.048 ml, 0.38 mmol) was added. After 1 h ether (15 ml) was added to the reaction mixture. The product was obtained as a pink-coloured solid in a yield of 90% (108 mg). Reactants: base, O1CCOCC1.Cl (HCl 1,4-dioxane), Cl.N12CC(C(CC1)CC2)=O (3-Quinuclidinone hydrochloride), ClC1=CC=C(C=C1)OC1=CC=C(N)C=C1 (4-(4-chlorophenyloxy) aniline). The solvent is C(C)(=O)OCC (ethyl acetate). The product is hydrochloride salt, Cl.ClC1=CC=C(OC2=CC=C(C=C2)NC2CN3CCC2CC3)C=C1 (N-[4-(4-chlorophenoxy)phenyl]quinuclidin-3-amine hydrochloride). RXN SMILES: Cl.[N:2]12[CH2:9][CH2:8][CH:5]([CH2:6][CH2:7]1)[C:4](=O)[CH2:3]2.[Cl:11][C:12]1[CH:17]=[CH:16][C:15]([O:18][C:19]2[CH:25]=[CH:24][C:22]([NH2:23])=[CH:21][CH:20]=2)=[CH:14][CH:13]=1.O1CCOCC1.Cl>C(OCC)(=O)C>[ClH:11].[Cl:11][C:12]1[CH:17]=[CH:16][C:15]([O:18][C:19]2[CH:25]=[CH:24][C:22]([NH:23][CH:4]3[CH:5]4[CH2:8][CH2:9][N:2]([CH2:7][CH2:6]4)[CH2:3]3)=[CH:21][CH:20]=2)=[CH:14][CH:13]=1 |f:0.1,3.4,6.7|. Procedure: 3-Quinuclidinone hydrochloride (Aldrich, 1.61 g, 10 mmol) was treated with 4-(4-chlorophenyloxy) aniline (Aldrich, 1.10 g, 5.0 mmol) according to the procedure of Example 30A. The free base of the title compound was purified by chromatography (SiO2, CH2Cl2:MeOH:NH3.H2O, 90:10:2, Rf. 0.10) as a solid (1.52 g, yield, 93%). MS (DCl/NH3) m/z 329 (M+H)+, 331 (M+H)+. The free base (200 mg, 0.61 mmol) was treated with 4M HCl 1,4-dioxane (0.5 mL, 2.0 mmol) in ethyl acetate (5 mL). The hydrochloride salt... The reagents and catalysts are C(C)(=O)[O-].[Pd+2].C(C)(=O)[O-] (palladium(II) acetate). Procedure details: 36 g (110 mmol) of 8,8-dimethyl-8H-indolo[3,2,1-de]acridine-3-boronic acid, 35.2 g (110 mmol) of 2-chloro-9,9-dimethyl-10-phenyl-9,10-dihydroacridine and 9.7 g (92 mmol) of sodium carbonate are suspended in 350 ml of toluene, 350 ml of dioxane and 500 ml of water. 913 mg (3.0 mmol) of tri-o-tolylphosphine and 112 mg (0.5 mmol) of palladium(II) acetate are added to this suspension, and the reaction mixture is heated under reflux for 16 h. After cooling, the organic phase is separated off, filtere... The solvent is C1(=CC=CC=C1)C (toluene), O (water), O1CCOCC1 (dioxane). The reactants are C1(=C(C=CC=C1)P(C1=C(C=CC=C1)C)C1=C(C=CC=C1)C)C (tri-o-tolylphosphine), CC1(C=2C=CC=CC2N2C3=C(C=CC=C13)C=1C=C(C=CC12)B(O)O)C (8,8-dimethyl-8H-indolo[3,2,1-de]acridine-3-boronic acid), ClC1=CC=2C(C3=CC=CC=C3N(C2C=C1)C1=CC=CC=C1)(C)C (2-chloro-9,9-dimethyl-10-phenyl-9,10-dihydroacridine), C([O-])([O-])=O.[Na+].[Na+] (sodium carbonate). Product: CC1(C2=CC=CC=C2N(C=2C=CC(=CC12)C1=CC2=C(C=C1)N1C3=C2C=CC=C3C(C=3C=CC=CC13)(C)C)C1=CC=CC=C1)C (3-(9,9-Dimethyl-10-phenyl-9,10-dihydroacridin-2-yl)-8,8-dimethyl-8H-indolo[3,2,1-de]acridine). As a reaction SMILES: [CH3:1][C:2]1([CH3:25])[C:15]2[C:10]3=[C:11]([C:16]4[CH:17]=[C:18](B(O)O)[CH:19]=[CH:20][C:21]=4[N:9]3[C:8]3[CH:7]=[CH:6][CH:5]=[CH:4][C:3]1=3)[CH:12]=[CH:13][CH:14]=2.Cl[C:27]1[CH:40]=[CH:39][C:38]2[N:37]([C:41]3[CH:46]=[CH:45][CH:44]=[CH:43][CH:42]=3)[C:36]3[C:31](=[CH:32][CH:33]=[CH:34][CH:35]=3)[C:30]([CH3:48])([CH3:47])[C:29]=2[CH:28]=1.C(=O)([O-])[O-].[Na+].[Na+].C1(C)C=CC=CC=1P(C1C=CC=CC=1C)C1C=CC=CC=1C>C1(C)C=CC=CC=1.C([O-])(=O)C.[Pd+2].C([O-])(=O)C.O.O1CCOCC1>[CH3:1][C:2]1([CH3:25])[C:3]2[CH:4]=[C:5]([C:27]3[CH:28]=[CH:29][C:38]4[N:37]5[C:41]6[CH:42]=[CH:43][CH:44]=[CH:45][C:46]=6[C:30]([CH3:48])([CH3:47])[C:31]6[C:36]5=[C:35]([CH:34]=[CH:33][CH:32]=6)[C:39]=4[CH:40]=3)[CH:6]=[CH:7][C:8]=2[N:9]([C:21]2[CH:20]=[CH:19][CH:18]=[CH:17][CH:16]=2)[C:10]2[C:15]1=[CH:14][CH:13]=[CH:12][CH:11]=2 |f:2.3.4,7.8.9|.